This data is from the Open Reaction Database (ORD), a public repository of structured organic reaction records. The task is: describe an organic reaction: reactants, conditions, products, and yield Reactants: C1CCOC1, Cc1cc(C(=O)Nc2cccc(C#Cc3cncc(C(=O)N=S(C)(=O)c4cccc(C(C)C(=O)[O-])c4)c3)c2)n(C)n1, CC(=O)O, [Na+], [OH-]. The product is Cc1cc(C(=O)Nc2cccc(C#Cc3cncc(C(=O)N=S(C)(=O)c4cccc(CC(=O)O)c4)c3)c2)n(C)n1. RXN SMILES: [CH2:48]1[O:49][CH2:50][CH2:51][CH2:52]1.[CH3:1][CH:2]([C:3](=[O:4])[O-:5])[c:6]1[cH:7][c:8]([S:12](=[O:13])(=[N:14][C:15](=[O:16])[c:17]2[cH:18][n:19][cH:20][c:21]([C:23]#[C:24][c:25]3[cH:26][c:27]([NH:31][C:32](=[O:33])[c:34]4[cH:35][c:36]([CH3:40])[n:37][n:38]4[CH3:39])[cH:28][cH:29][cH:30]3)[cH:22]2)[CH3:41])[cH:9][cH:10][cH:11]1.[CH3:44][C:45](=[O:46])[OH:47].[Na+:43].[OH-:42]>>[CH2:2]([C:3](=[O:4])[OH:5])[c:6]1[cH:7][c:8]([S:12](=[O:13])(=[N:14][C:15](=[O:16])[c:17]2[cH:18][n:19][cH:20][c:21]([C:23]#[C:24][c:25]3[cH:26][c:27]([NH:31][C:32](=[O:33])[c:34]4[cH:35][c:36]([CH3:40])[n:37][n:38]4[CH3:39])[cH:28][cH:29][cH:30]3)[cH:22]2)[CH3:41])[cH:9][cH:10][cH:11]1. The reactants are C(CO)O (ethylene glycol), CN(C)CCO (DMEA), CC(=C)C(=O)OCCO (HEMA), O (water), 235, Polyol, CC1=C2C=CC3=CC=CC=C3C2=C(C4=CC=CC=C14)C (DMBA), hydrazide. Run in CCC(=O)C (MEK), CC(C)O (IPA). Conditions: temperature 75 celsius. The product is C(=O)(C=C)NC(=O)OCC (acrylurethane). As a reaction SMILES: C(O)CO.C[C:6]1[C:23]2[C:18](=CC=CC=2)C(C)=C2C=1C=CC1C2=CC=CC=1.CC([C:28]([O:30][CH2:31][CH2:32]O)=[O:29])=C.C[N:35](CCO)C.[OH2:40]>CC(O)C.CCC(C)=O>[C:18]([NH:35][C:28]([O:30][CH2:31][CH3:32])=[O:29])([CH:23]=[CH2:6])=[O:40]. Reported procedure: In the dropping tank of a reaction vessel (tank) equipped with a stirrer, a thermometer, a nitrogen-sealing tube, a condenser and a dropping tank were placed 13.0 parts of MMA, 7.0 parts of BA, 2.5 parts of AA, 2.5 parts of DAAA, 1.0 part of AIBN, 25 parts of MEK and 25 parts of IPA and then mixed uniformly. Separately, in the reaction tank were placed 37.3 parts of a mixed polyol of polycarbonatediol having a number average molecular weight of 2,000 obtained from 1,6-hexanediol and diethyl carb...